This data is from the Open Reaction Database (ORD), a public repository of structured organic reaction records. The task is: describe an organic reaction: reactants, conditions, products, and yield Reactants: C(CCCCCCCCCCCCC)(=O)O (myristic acid), O.O.O.O.O.O.O.O.[OH-].[Sr+2].[OH-] (strontium hydroxide octahydrate). Run in O (water). Reaction conditions: temperature 50 celsius, time 30 minute. The product is C(CCCCCCCCCCCCC)(=O)[O-].[Sr+2].C(CCCCCCCCCCCCC)(=O)[O-] (Strontium myristate). Reaction SMILES: [C:1]([OH:16])(=[O:15])[CH2:2][CH2:3][CH2:4][CH2:5][CH2:6][CH2:7][CH2:8][CH2:9][CH2:10][CH2:11][CH2:12][CH2:13][CH3:14].O.O.O.O.O.O.O.O.[OH-].[Sr+2:26].[OH-]>O>[C:1]([O-:16])(=[O:15])[CH2:2][CH2:3][CH2:4][CH2:5][CH2:6][CH2:7][CH2:8][CH2:9][CH2:10][CH2:11][CH2:12][CH2:13][CH3:14].[Sr+2:26].[C:1]([O-:16])(=[O:15])[CH2:2][CH2:3][CH2:4][CH2:5][CH2:6][CH2:7][CH2:8][CH2:9][CH2:10][CH2:11][CH2:12][CH2:13][CH3:14] |f:1.2.3.4.5.6.7.8.9.10.11,13.14.15|. Procedure details: 100 of myristic acid which has been granulated from an aqueous emulsion as described in Example 1 (AN 246, titer 53° C. particle size 0.2-0.3 mm.) and 60.2 g strontium hydroxide octahydrate (97% active) are suspended in one liter of water at 50° C. temperature and stirred for 30 minutes at 50° C. followed by 60 minutes of agitation at 70° C. The hollow formed granulate is filtered and dried. The content of free fatty acid amounts to 1.7%. Starting materials: C(CCC)OC(=O)NCC1CCN(CC1)C1=C(C=NN1C)NC(=O)C=1N=C(SC1NC(OC(C)(C)C)=O)Br (tert-butyl 4-(5-(4-(butyloxycarbonylaminomethyl)piperidin-1-yl)-1-methyl-1H-pyrazol-4-ylcarbamoyl)-2-bromothiazol-5-ylcarbamate), C(C)(C)C=1C=C(C=CC1)B(O)O (3-isopropylbenzeneboronic acid). Product: NC1=C(N=C(S1)C1=CC(=CC=C1)C(C)C)C(=O)NC=1C=NN(C1N1CCC(CC1)CN)C (5-amino-N-(5-(4-(aminomethyl)piperidin-1-yl)-1-methyl-1H-pyrazol-4-yl)-2-(3-isopropylphenyl)thiazole-4-carboxamide), mono-formate. RXN SMILES: C(OC([NH:8][CH2:9][CH:10]1[CH2:15][CH2:14][N:13]([C:16]2[N:20]([CH3:21])[N:19]=[CH:18][C:17]=2[NH:22][C:23]([C:25]2[N:26]=[C:27](Br)[S:28][C:29]=2[NH:30]C(=O)OC(C)(C)C)=[O:24])[CH2:12][CH2:11]1)=O)CCC.[CH:39]([C:42]1[CH:43]=[C:44](B(O)O)[CH:45]=[CH:46][CH:47]=1)([CH3:41])[CH3:40]>>[NH2:30][C:29]1[S:28][C:27]([C:46]2[CH:45]=[CH:44][CH:43]=[C:42]([CH:39]([CH3:41])[CH3:40])[CH:47]=2)=[N:26][C:25]=1[C:23]([NH:22][C:17]1[CH:18]=[N:19][N:20]([CH3:21])[C:16]=1[N:13]1[CH2:14][CH2:15][CH:10]([CH2:9][NH2:8])[CH2:11][CH2:12]1)=[O:24]. Procedure: Following Example 278, Suzuki coupling of tert-butyl 4-(5-(4-(butyloxycarbonylaminomethyl)piperidin-1-yl)-1-methyl-1H-pyrazol-4-ylcarbamoyl)-2-bromothiazol-5-ylcarbamate and 3-isopropylbenzeneboronic acid gave 301 as the mono-formate salt as a red gum (38 mg, 41% over two steps). 1H NMR (400 MHz, d6-DMSO with D2O) δ 8.35 (s, 1H), 7.70 (s, 1H), 7.58 (d, J=7.7 Hz, 1H), 7.37 (t, J=7.7 Hz, 1H), 7.32-7.25 (m, 2H), 3.62 (s, 3H), 3.10 (d, J=11.5 Hz, 2H), 3.04-2.88 (m, 3H), 2.72 (d, J=6.9 Hz, 2H), 1.73 ...